From a dataset of the Open Reaction Database (ORD), a public repository of structured organic reaction records. describe an organic reaction: reactants, conditions, products, and yield The reactants are ClC=1N=CC2=C(N1)N(C=C(C2=O)C(=O)OCC)CC (2-chloro-5-oxo-6-carbethoxy-8-ethyl-5,8-dihydro-pyrido(2,3-d)pyrimidine), C(C)N1CCNCC1 (1-ethylpiperazine). Solvent: C(Cl)(Cl)Cl (chloroform). Product: C(C)N1CCN(CC1)C=1N=CC2=C(N1)N(C=C(C2=O)C(=O)OCC)CC (2-(4'-ethylpiperazino)-5-oxo-8-ethyl-6-carbethoxy-5,8-dihydro-pyrido(2,3-d)pyrimidine). The yield is 90.7%. Reaction SMILES: Cl[C:2]1[N:3]=[CH:4][C:5]2[C:11](=[O:12])[C:10]([C:13]([O:15][CH2:16][CH3:17])=[O:14])=[CH:9][N:8]([CH2:18][CH3:19])[C:6]=2[N:7]=1.[CH2:20]([N:22]1[CH2:27][CH2:26][NH:25][CH2:24][CH2:23]1)[CH3:21]>C(Cl)(Cl)Cl>[CH2:20]([N:22]1[CH2:27][CH2:26][N:25]([C:2]2[N:3]=[CH:4][C:5]3[C:11](=[O:12])[C:10]([C:13]([O:15][CH2:16][CH3:17])=[O:14])=[CH:9][N:8]([CH2:18][CH3:19])[C:6]=3[N:7]=2)[CH2:24][CH2:23]1)[CH3:21]. Procedure: 3.8 g of 2-chloro-5-oxo-6-carbethoxy-8-ethyl-5,8-dihydro-pyrido(2,3-d)pyrimidine and 2.9 g of 1-ethylpiperazine, dissolved in 50 cm3 of chloroform, are heated under reflux for 2 hours. After cooling, the organic solution is washed with water and dried over MgSO4 ; the solvent is evaporated and the residue is recrystallised from a mixture of isopropyl ether (15 cm3) and benzene (25 cm3) and gives 4.4 g (yield: 93%) of 2-(4'-ethylpiperazino)-5-oxo-8-ethyl-6-carbethoxy-5,8-dihydro-pyrido(2,3-d)pyri... Reactants: BrCc1ccccc1, COC(CCCC(C)O)OC, CN(C)C=O. The product is COC(CCCC(C)OCc1ccccc1)OC. Reaction SMILES: [Br:12][CH2:13][c:14]1[cH:15][cH:16][cH:17][cH:18][cH:19]1.[CH3:1][O:2][CH:3]([CH2:4][CH2:5][CH2:6][CH:7]([CH3:8])[OH:9])[O:10][CH3:11].[O:20]=[CH:21][N:22]([CH3:23])[CH3:24]>>[CH3:1][O:2][CH:3]([CH2:4][CH2:5][CH2:6][CH:7]([CH3:8])[O:9][CH2:13][c:14]1[cH:15][cH:16][cH:17][cH:18][cH:19]1)[O:10][CH3:11].